This data is from the Open Reaction Database (ORD), a public repository of structured organic reaction records. The task is: describe an organic reaction: reactants, conditions, products, and yield Reactants: CC(=O)[O-], CC(=O)[O-], Cc1ccccc1, COC(=O)C(CC(C)C)=[N+]=[N-], Nc1ccc2ccncc2c1, [Rh+2]. Product: COC(=O)C(CC(C)C)Nc1ccc2ccncc2c1. RXN SMILES: [C:30]([O-:31])(=[O:32])[CH3:33].[C:35]([O-:36])(=[O:37])[CH3:38].[CH3:23][c:24]1[cH:25][cH:26][cH:27][cH:28][cH:29]1.[N+:12](=[N-:13])=[C:14]([C:15](=[O:16])[O:17][CH3:18])[CH2:19][CH:20]([CH3:21])[CH3:22].[NH2:1][c:2]1[cH:3][cH:4][c:5]2[cH:6][cH:7][n:8][cH:9][c:10]2[cH:11]1.[Rh+2:34]>>[NH:1]([c:2]1[cH:3][cH:4][c:5]2[cH:6][cH:7][n:8][cH:9][c:10]2[cH:11]1)[CH:14]([C:15](=[O:16])[O:17][CH3:18])[CH2:19][CH:20]([CH3:21])[CH3:22]. Reactants: CC(=O)OC(CC(C)CCC=C(C)CCC=C(C)C)C(C)[N+](=O)[O-], CC(C)(C)O, CC(C)(C)[O-], [K+], O. Yields the product CC(C)=CCCC(C)=CCCC(C)CC=C(C)[N+](=O)[O-]. RXN SMILES: [C:1]([O:2][CH:5]([CH:6]([CH3:7])[N+:8](=[O:9])[O-:10])[CH2:11][CH:12]([CH2:13][CH2:14][CH:15]=[C:16]([CH2:17][CH2:18][CH:19]=[C:20]([CH3:21])[CH3:22])[CH3:23])[CH3:24])(=[O:3])[CH3:4].[C:32]([OH:33])([CH3:34])([CH3:35])[CH3:36].[CH3:25][C:26]([CH3:27])([O-:28])[CH3:29].[K+:30].[OH2:31]>>[CH:5](=[C:6]([CH3:7])[N+:8](=[O:9])[O-:10])[CH2:11][CH:12]([CH2:13][CH2:14][CH:15]=[C:16]([CH2:17][CH2:18][CH:19]=[C:20]([CH3:21])[CH3:22])[CH3:23])[CH3:24]. Reactants: N1=CC=C(C=C1)C=1C(=NN2C1SCCC2)C=2C=C(C=CC2)N (3-(3-pyridin-4-yl-6,7-dihydro-5H-pyrazolo[5,1-b][1,3]thiazin-2-yl)-phenylamine), CC1=CC=C(C=C1)S(=O)(=O)N=C=O (4-methyl-benzenesulfonyl isocyanate). The solvent is ClCCl (dichloromethane). Reaction conditions: time 2 hour. Yields the product CC1=CC=C(C=C1)S(=O)(=O)NC(=O)NC1=CC(=CC=C1)C1=NN2C(SCCC2)=C1C1=CC=NC=C1 (1-(4-methyl-benzenesulfonyl)-3-[3-(3-pyridin-4-yl-6,7-dihydro-5H-pyrazolo-[5,1-b][1,3]thiazin-2-yl)-phenyl]-urea), solid. Isolated yield 32.0%. Reaction SMILES: [N:1]1[CH:6]=[CH:5][C:4]([C:7]2[C:8]([C:16]3[CH:17]=[C:18]([NH2:22])[CH:19]=[CH:20][CH:21]=3)=[N:9][N:10]3[CH2:15][CH2:14][CH2:13][S:12][C:11]=23)=[CH:3][CH:2]=1.[CH3:23][C:24]1[CH:29]=[CH:28][C:27]([S:30]([N:33]=[C:34]=[O:35])(=[O:32])=[O:31])=[CH:26][CH:25]=1>ClCCl>[CH3:23][C:24]1[CH:29]=[CH:28][C:27]([S:30]([NH:33][C:34]([NH:22][C:18]2[CH:19]=[CH:20][CH:21]=[C:16]([C:8]3[C:7]([C:4]4[CH:5]=[CH:6][N:1]=[CH:2][CH:3]=4)=[C:11]4[S:12][CH2:13][CH2:14][CH2:15][N:10]4[N:9]=3)[CH:17]=2)=[O:35])(=[O:32])=[O:31])=[CH:26][CH:25]=1. Procedure: To a solution of 3-(3-pyridin-4-yl-6,7-dihydro-5H-pyrazolo[5,1-b][1,3]thiazin-2-yl)-phenylamine (prepared as described in Example 3) (50 mg, 0.162 mmol) in dichloromethane (5 mL), 4-methyl-benzenesulfonyl isocyanate (28 mg, 0.178 mmol) was added in one portion. The reaction mixture was stirred at room temperature for 2 hours and evaporated to dryness. The reaction mixture was purified by flash chromatography over silica gel using dichloromethane-methanol (97:3) as the eluant system. 1-(4-methyl-... Starting materials: [OH-].[Na+] (sodium hydroxide), CNCC1=CC=CC2=CC=CC=C12 (methyl-(1-naphthylmethyl)amine), C1(=CC=C(C=C1)C(=O)C)C (4-tolylmethylketone), C=O (formaldehyde). Solvent: O (water), CO (methanol), Cl (hydrochloric acid). The product is CN(CCC(=O)C1=CC=C(C=C1)C)CC1=CC=CC2=CC=CC=C12 (β-(N-methyl-(1-naphthylmethyl)amino]ethyl-(4-tolyl)ketone). As a reaction SMILES: [CH3:1][NH:2][CH2:3][C:4]1[C:13]2[C:8](=[CH:9][CH:10]=[CH:11][CH:12]=2)[CH:7]=[CH:6][CH:5]=1.[C:14]1([CH3:23])[CH:19]=[CH:18][C:17]([C:20]([CH3:22])=[O:21])=[CH:16][CH:15]=1.[CH2:24]=O.[OH-].[Na+]>CO.Cl.O>[CH3:1][N:2]([CH2:3][C:4]1[C:13]2[C:8](=[CH:9][CH:10]=[CH:11][CH:12]=2)[CH:7]=[CH:6][CH:5]=1)[CH2:24][CH2:22][C:20]([C:17]1[CH:18]=[CH:19][C:14]([CH3:23])=[CH:15][CH:16]=1)=[O:21] |f:3.4|. Procedure details: 17.1 g of methyl-(1-naphthylmethyl)amine are dissolved in 200 ml of methanol and 10 ml of concentrated hydrochloric acid, 13.4 g of 4-tolylmethylketone and 100 ml of 35% formaldehyde solution are sequentially added. The mixture is refluxed for 11/2 hours, with stirring, cooled, diluted with 1 liter of water, made alkaline with 30% sodium hydroxide solution and exhaustively extracted with chloroform. The organic extract is dried and evaporated to dryness and the oily residue is dissolved in petro... Starting materials: Fc1ccc(Br)cn1, CCN(C(C)C)C(C)C, CNC1CCC(C#CCO)CC1, [I-], [Na+], CN(C)C=O. Product: CN(c1ccc(Br)cn1)C1CCC(C#CCO)CC1. RXN SMILES: [Br:13][c:14]1[cH:15][cH:16][c:17]([F:20])[n:18][cH:19]1.[CH2:21]([N:22]([CH:23]([CH3:24])[CH3:25])[CH:26]([CH3:27])[CH3:28])[CH3:29].[CH3:1][NH:2][CH:3]1[CH2:4][CH2:5][CH:6]([C:9]#[C:10][CH2:11][OH:12])[CH2:7][CH2:8]1.[I-:30].[Na+:31].[O:32]=[CH:33][N:34]([CH3:35])[CH3:36]>>[CH3:1][N:2]([CH:3]1[CH2:4][CH2:5][CH:6]([C:9]#[C:10][CH2:11][OH:12])[CH2:7][CH2:8]1)[c:17]1[cH:16][cH:15][c:14]([Br:13])[cH:19][n:18]1. Reactants: BrC=1C=C(C=2NC=3C=C(C=CC3C2N1)C(=O)N1CCOCC1)C(=O)OC (Methyl 2-bromo-7-(morpholine-4-carbonyl)-5H-pyrido[3,2-b]indole-4-carboxylate), N.CO (NH3 MeOH). Reaction conditions: temperature 105 celsius. Yields the product BrC=1C=C(C=2NC=3C=C(C=CC3C2N1)C(=O)N1CCOCC1)C(=O)N (2-bromo-7-(morpholine-4-carbonyl)-5H-pyrido[3,2-b]indole-4-carboxamide). The yield is 75.8%. RXN SMILES: [Br:1][C:2]1[CH:3]=[C:4]([C:23](OC)=[O:24])[C:5]2[NH:6][C:7]3[CH:8]=[C:9]([C:15]([N:17]4[CH2:22][CH2:21][O:20][CH2:19][CH2:18]4)=[O:16])[CH:10]=[CH:11][C:12]=3[C:13]=2[N:14]=1.[NH3:27].CO>>[Br:1][C:2]1[CH:3]=[C:4]([C:23]([NH2:27])=[O:24])[C:5]2[NH:6][C:7]3[CH:8]=[C:9]([C:15]([N:17]4[CH2:18][CH2:19][O:20][CH2:21][CH2:22]4)=[O:16])[CH:10]=[CH:11][C:12]=3[C:13]=2[N:14]=1 |f:1.2|. Procedure details: Methyl 2-bromo-7-(morpholine-4-carbonyl)-5H-pyrido[3,2-b]indole-4-carboxylate (1.008 g, 2.410 mmol, Example 212D) was suspended in NH3/MeOH (7M) (18 mL, 126 mmol) in a sealed microwave vial. The mixture was heated at 105° C. for 8 hours in a microwave reactor. Product crystallized from reaction mixture upon cooling and was collected by filtration, washed with MeOH and dried in nitrogen stream to give 736.4 mg 2-bromo-7-(morpholine-4-carbonyl)-5H-pyrido[3,2-b]indole-4-carboxamide. 1H NMR (DMSO-d6... The reactants are C(=O)(O)C(C(C)C)N1C(C(C1)NC(CC1=CC=CC=C1)=O)=O (1-(1-Carboxy-2-methylpropyl)-3-phenylacetamido-2-azetidinone), P(Cl)(Cl)(Cl)(Cl)Cl (Phosphorus pentachloride), C([O-])(O)=O.[Na+] (sodium bicarbonate), CN(C1=CC=CC=C1)C (N,N-dimethylaniline), C[Si](C)(C)Cl (trimethylsilyl chloride), C([O-])(O)=O.[Na+] (sodium bicarbonate). Run in C(CCC)O (n-butyl alcohol), O (water), C(C)(C)O (isopropyl alcohol), C(Cl)Cl (methylene chloride). Reaction conditions: time 30 minute. Product: NC1C(N(C1)C(C(C)C)C(=O)O)=O (3-amino-1-(1-carboxy-2-methylpropyl)-2-azetidinone). Isolated yield 32.3%. RXN SMILES: [C:1]([CH:4]([N:8]1[CH2:11][CH:10]([NH:12]C(=O)CC2C=CC=CC=2)[C:9]1=[O:22])[CH:5]([CH3:7])[CH3:6])([OH:3])=[O:2].CN(C)C1C=CC=CC=1.C[Si](Cl)(C)C.P(Cl)(Cl)(Cl)(Cl)Cl.C(=O)(O)[O-].[Na+]>C(Cl)Cl.O.C(O)(C)C.C(O)CCC>[NH2:12][CH:10]1[CH2:11][N:8]([CH:4]([C:1]([OH:3])=[O:2])[CH:5]([CH3:6])[CH3:7])[C:9]1=[O:22] |f:4.5|. Reported procedure: 1-(1-Carboxy-2-methylpropyl)-3-phenylacetamido-2-azetidinone (1.52 g.) and N,N-dimethylaniline (2.15 g.) were suspended in methylene chloride (12 ml.), and to the suspension was added trimethylsilyl chloride (0.88 g.). The solution was stirred for 30 minutes at ambient temperature and cooled to -50° C. Phosphorus pentachloride (1.1 g.) was added to the solution and the solution was stirred for 2 hrs. (the reaction temperature was elevated to about -30° C. during the stirring.). The solution was ...